Task: describe an organic reaction: reactants, conditions, products, and yield. Dataset: the Open Reaction Database (ORD), a public repository of structured organic reaction records The reactants are BrC=1C=C(C=NC1)N1C2CN3CC(CC(C1)C3)C2 (4-(5-Bromopyridin-3-yl)-1,4-diazatricyclo[4.3.1.13,8]undecane), S1C=C(C=C1)B(O)O (thien-3-ylboronic acid). The product is S1C=C(C=C1)C=1C=C(C=NC1)N1C2CN3CC(CC(C1)C3)C2 (4-(5-thien-3-ylpyridin-3-yl)-1,4-diazatricyclo[4.3.1.13,8]undecane). Reaction SMILES: Br[C:2]1[CH:3]=[C:4]([N:8]2[CH2:16][CH:15]3[CH2:17][N:11]4[CH2:12][CH:13]([CH2:18][CH:9]2[CH2:10]4)[CH2:14]3)[CH:5]=[N:6][CH:7]=1.[S:19]1[CH:23]=[CH:22][C:21](B(O)O)=[CH:20]1>>[S:19]1[CH:23]=[CH:22][C:21]([C:2]2[CH:3]=[C:4]([N:8]3[CH2:16][CH:15]4[CH2:17][N:11]5[CH2:12][CH:13]([CH2:18][CH:9]3[CH2:10]5)[CH2:14]4)[CH:5]=[N:6][CH:7]=2)=[CH:20]1. Reported procedure: The title compound was prepared from the product of Example 65A and thien-3-ylboronic acid according to General Method B: LC-MS Method D (ESI+) m/z 312.0 (M+H)+, retention time 1.25 minutes. Starting materials: C(C1=CC=CC=C1)(=O)C1=CC(=CC=C1)C(C1=CC=CC=C1)=O (1,3-dibenzoylbenzene), O.NN (hydrazine monohydrate). Run in C(COCCO)O (diethyleneglycol). Conditions: temperature 160 celsius, time 20 minute. The product is C(C1=CC=CC=C1)C1=CC(=CC=C1)CC1=CC=CC=C1 (1,3-dibenzylbenzene). The yield is 94.7%. Reaction SMILES: [C:1]([C:9]1[CH:14]=[CH:13][CH:12]=[C:11]([C:15](=O)[C:16]2[CH:21]=[CH:20][CH:19]=[CH:18][CH:17]=2)[CH:10]=1)(=O)[C:2]1[CH:7]=[CH:6][CH:5]=[CH:4][CH:3]=1.O.NN>C(O)COCCO>[CH2:15]([C:11]1[CH:12]=[CH:13][CH:14]=[C:9]([CH2:1][C:2]2[CH:7]=[CH:6][CH:5]=[CH:4][CH:3]=2)[CH:10]=1)[C:16]1[CH:17]=[CH:18][CH:19]=[CH:20][CH:21]=1 |f:1.2|. Reported procedure: In a 4 neck, 1 liter flask fitted with thermocouple, mechanical stirrer, Barrett trap with condenser, nitrogen line, and stopper, 1,3-dibenzoylbenzene (197 g) and hydrazine monohydrate (280 g) were heated in diethyleneglycol (540 ml) at 100° C. for 4 hours. The mixture was then heated to 160° C. while collecting water and excess hydrazine hydrate in a Barrett trap. Potassium hydroxide (43.7 g) was slowly added over 0.5 hour while the temperature was slowly increased to 200° C. The temperature wa... Starting materials: FC1=CC=C(C=C1)CC(=O)Cl ((4-fluoro-phenyl)-acetyl chloride), COC(C1=C(C=CC=C1F)N)=O (2-amino-6-fluoro-benzoic acid methyl ester), C([O-])(O)=O.[Na+] (sodium bicarbonate). Reagents/catalysts: CN(C)C=1C=CN=CC1 (DMAP). Run in C(Cl)Cl (CH2Cl2). Product: COC(C1=C(C=CC=C1NC(CC1=CC=C(C=C1)F)=O)F)=O (2-fluoro-6-[2-(4-fluoro-phenyl)-acetylamino]-benzoic acid methyl ester). The yield is 66.5%. As a reaction SMILES: [CH3:1][O:2][C:3](=[O:12])[C:4]1[C:9]([F:10])=[CH:8][CH:7]=[CH:6][C:5]=1[NH2:11].[F:13][C:14]1[CH:19]=[CH:18][C:17]([CH2:20][C:21](Cl)=[O:22])=[CH:16][CH:15]=1.C(=O)(O)[O-].[Na+]>C(Cl)Cl.CN(C1C=CN=CC=1)C>[CH3:1][O:2][C:3](=[O:12])[C:4]1[C:5]([NH:11][C:21](=[O:22])[CH2:20][C:17]2[CH:18]=[CH:19][C:14]([F:13])=[CH:15][CH:16]=2)=[CH:6][CH:7]=[CH:8][C:9]=1[F:10] |f:2.3|. Reported procedure: First, 2-amino-6-fluoro-benzoic acid methyl ester (1.00 g, 5.91 mmol) was dissolved in purified CH2Cl2, and after adding DMAP (0.04 g, 0.30 mmol) and (4-fluoro-phenyl)-acetyl chloride (1.22 g, 6.50 mmol) at 0° C., reacted together at normal temperature for 10 hours. After adding cold sodium bicarbonate solution containing ice, the reaction mixture was extracted with CH2Cl2, washed with distilled water, dried with MgSO4, and then concentrated under reduced pressure to obtain crude 2-fluoro-6-[2-(... Reactants: C(C)OC(=O)C1(CC1)C1=CC=C(C=C1)C1=CC=C(C=C1)C1=C(C(=NO1)C)NC1=NC(=CC=C1)Br (1-{4′-[4-(6-bromo-pyridin-2-ylamino)-3-methyl-isoxazol-5-yl]-biphenyl-4-yl}-cyclopropanecarboxylic acid ethyl ester), ClC1=C(C(=CC=C1)Cl)B(O)O (2,6-dichloro-phenylboronic acid). Product: C(C)OC(=O)C1(CC1)C1=CC=C(C=C1)C1=CC=C(C=C1)C1=C(C(=NO1)C)NC1=NC(=CC=C1)C1=C(C=CC=C1Cl)Cl (1-(4′-{4-[6-(2,6-Dichloro-phenyl)-pyridin-2-ylamino]-3-methyl-isoxazol-5-yl}-biphenyl-4-yl)-cyclopropanecarboxylic acid ethyl ester). As a reaction SMILES: [CH2:1]([O:3][C:4]([C:6]1([C:9]2[CH:14]=[CH:13][C:12]([C:15]3[CH:20]=[CH:19][C:18]([C:21]4[O:25][N:24]=[C:23]([CH3:26])[C:22]=4[NH:27][C:28]4[CH:33]=[CH:32][CH:31]=[C:30](Br)[N:29]=4)=[CH:17][CH:16]=3)=[CH:11][CH:10]=2)[CH2:8][CH2:7]1)=[O:5])[CH3:2].[Cl:35][C:36]1[CH:41]=[CH:40][CH:39]=[C:38]([Cl:42])[C:37]=1B(O)O>>[CH2:1]([O:3][C:4]([C:6]1([C:9]2[CH:14]=[CH:13][C:12]([C:15]3[CH:20]=[CH:19][C:18]([C:21]4[O:25][N:24]=[C:23]([CH3:26])[C:22]=4[NH:27][C:28]4[CH:33]=[CH:32][CH:31]=[C:30]([C:37]5[C:36]([Cl:35])=[CH:41][CH:40]=[CH:39][C:38]=5[Cl:42])[N:29]=4)=[CH:17][CH:16]=3)=[CH:11][CH:10]=2)[CH2:8][CH2:7]1)=[O:5])[CH3:2]. Procedure: Prepared according to the procedure described in Example 42, Step 2, using 1-{4′-[4-(6-bromo-pyridin-2-ylamino)-3-methyl-isoxazol-5-yl]-biphenyl-4-yl}-cyclopropanecarboxylic acid ethyl ester and 2,6-dichloro-phenylboronic acid.